This data is from the Open Reaction Database (ORD), a public repository of structured organic reaction records. The task is: describe an organic reaction: reactants, conditions, products, and yield Reactants: C(C)S(=O)(=O)C=CC=1C=C2C(=CNC2=CC1)C[C@@H]1N(CCC1)C ((R)-5-(2 -Ethylsulphonylethenyl)-3-(N-methylpyrrolidin-2-ylmethyl)-1H-indole). Reagents/catalysts: [Pd] (palladium on carbon). Run in Cl (hydrogen chloride), CN(C=O)C (N,N-dimethylformamide), O (water). Product: C(C)S(=O)(=O)CCC=1C=C2C(=CNC2=CC1)C[C@@H]1N(CCC1)C ((R)-5-(2-Ethylsulphonylethyl)-3-(N-methylpyrrolidin-2-ylmethyl) 1H-indole). Yield: 69.6%. As a reaction SMILES: [CH2:1]([S:3]([CH:6]=[CH:7][C:8]1[CH:9]=[C:10]2[C:14](=[CH:15][CH:16]=1)[NH:13][CH:12]=[C:11]2[CH2:17][C@H:18]1[CH2:22][CH2:21][CH2:20][N:19]1[CH3:23])(=[O:5])=[O:4])[CH3:2]>Cl.CN(C)C=O.O.[Pd]>[CH2:1]([S:3]([CH2:6][CH2:7][C:8]1[CH:9]=[C:10]2[C:14](=[CH:15][CH:16]=1)[NH:13][CH:12]=[C:11]2[CH2:17][C@H:18]1[CH2:22][CH2:21][CH2:20][N:19]1[CH3:23])(=[O:5])=[O:4])[CH3:2]. Procedure: (R)-5-(2 -Ethylsulphonylethenyl)-3-(N-methylpyrrolidin-2-ylmethyl)-1H-indole (157 mg) was dissolved in a mixture of ethanolic hydrogen chloride [prepared by addition of acetyl chloride (0,043 mL) to ethanol (10 mL)], N,N-dimethylformamide (7.5 mL) and water (0.1 mL) and the solution was shaken under a hydrogen atmosphere (15 psi) at room temperature for 18 hours in the presence of 10% palladium on carbon (150 mg). The mixture was filtered through Arbacel (trade mark) filter aid and the residue w...